Dataset: the Open Reaction Database (ORD), a public repository of structured organic reaction records. Task: describe an organic reaction: reactants, conditions, products, and yield Starting materials: NC=1C=C(CO)C=CC1 (m-aminobenzyl alcohol), N1=CC=CC=C1 (pyridine), C(CCCCCCCCCCCCC)OC1=CC=C(C=C1)CC(=O)Cl (p-tetradecyloxyphenylacetyl chloride). Solvent: O1CCCC1 (tetrahydrofuran), O1CCCC1 (tetrahydrofuran). Run at time 8 hour. The product is OCC=1C=C(C=CC1)NC(CC1=CC=C(C=C1)OCCCCCCCCCCCCCC)=O (N-[3-(Hydroxymethyl)phenyl]-4-(tetradecyloxy)benzeneacetamide). The yield is 77.0%. Reaction SMILES: [NH2:1][C:2]1[CH:3]=[C:4]([CH:7]=[CH:8][CH:9]=1)[CH2:5][OH:6].N1C=CC=CC=1.[CH2:16]([O:30][C:31]1[CH:36]=[CH:35][C:34]([CH2:37][C:38](Cl)=[O:39])=[CH:33][CH:32]=1)[CH2:17][CH2:18][CH2:19][CH2:20][CH2:21][CH2:22][CH2:23][CH2:24][CH2:25][CH2:26][CH2:27][CH2:28][CH3:29]>O1CCCC1>[OH:6][CH2:5][C:4]1[CH:3]=[C:2]([NH:1][C:38](=[O:39])[CH2:37][C:34]2[CH:35]=[CH:36][C:31]([O:30][CH2:16][CH2:17][CH2:18][CH2:19][CH2:20][CH2:21][CH2:22][CH2:23][CH2:24][CH2:25][CH2:26][CH2:27][CH2:28][CH3:29])=[CH:32][CH:33]=2)[CH:9]=[CH:8][CH:7]=1. Procedure details: To a solution of 15.5 g of m-aminobenzyl alcohol and 36.21 g of pyridine in 250 ml of tetrahydrofuran, cooled to 0° C. is added over 40 minutes a solution of 42 g of p-tetradecyloxyphenylacetyl chloride in 250 ml of tetrahydrofuran. The mixture is stirred overnight at room temperature and the solvent is evaporated. The residue is partitioned between water and chloroform with some heating to afford a complete solution. The hot chloroform solution is washed with warm water and warm dilute hydrochl...